From a dataset of the Open Reaction Database (ORD), a public repository of structured organic reaction records. describe an organic reaction: reactants, conditions, products, and yield Starting materials: C1(=CC=CC=C1)C=1OC2=C(C1C(C)=O)C=CC=C2C (2-phenyl-3-acetyl-7-methylbenzofuran), C=O (paraformaldehyde), Cl.CNC (dimethylamine hyrochloride), saturated solution, Cl (hydrogen chloride). Solvent: C(C)O (ethanol), C(C)(C)O (isopropanol). The product is C1(=CC=CC=C1)C=1OC2=C(C1C(CCN(C)C)=O)C=CC=C2C (2-Phenyl-3-[3-(dimethylamino)propionyl]-7-methylbenzofuran). RXN SMILES: [C:1]1([C:7]2[O:8][C:9]3[C:18]([CH3:19])=[CH:17][CH:16]=[CH:15][C:10]=3[C:11]=2[C:12](=[O:14])[CH3:13])[CH:6]=[CH:5][CH:4]=[CH:3][CH:2]=1.[CH2:20]=O.Cl.[CH3:23][NH:24][CH3:25].Cl>C(O)(C)C.C(O)C>[C:1]1([C:7]2[O:8][C:9]3[C:18]([CH3:19])=[CH:17][CH:16]=[CH:15][C:10]=3[C:11]=2[C:12](=[O:14])[CH2:13][CH2:23][N:24]([CH3:20])[CH3:25])[CH:2]=[CH:3][CH:4]=[CH:5][CH:6]=1 |f:2.3|. Procedure: To a suspension of 10 grams of the 2-phenyl-3-acetyl-7-methylbenzofuran that was thus prepared in 40 milliliters of isopropanol was added 1.7 grams of paraformaldehyde, 4.6 grams of dimethylamine hyrochloride, and 4 milliliters of a saturated solution of hydrogen chloride in ethanol, and the mixture was heated at its boiling point for a period of 10 hours. The solvent was then evaporated from the mixture under vacuum and the residue was taken up in water, and the insoluble portions of the residu...